From a dataset of the Open Reaction Database (ORD), a public repository of structured organic reaction records. describe an organic reaction: reactants, conditions, products, and yield The reactants are C(=O)([O-])[O-].[K+].[K+] (potash), OC1=CC=C(C=C1C)C(CC(=O)C1=CC=CC=C1)C (4-hydroxy-3,5-dimethyl-β-phenylpropiophenone), C(C)N(CC)CCCl (diethylaminoethylchloride). Solvent: O (water), CC(=O)C (acetone). Product: Cl.C(C)N(CC)CCOC1=CC=C(C=C1C)C(CC(=O)C1=CC=CC=C1)C (4-[2-(N,N-diethylamino)-ethoxy]-3,5-dimethyl-β-phenylpropiophenone hydrochloride). Isolated yield 43.5%. Reaction SMILES: [OH:1][C:2]1[C:7]([CH3:8])=[CH:6][C:5]([CH:9]([CH3:19])[CH2:10][C:11]([C:13]2[CH:18]=[CH:17][CH:16]=[CH:15][CH:14]=2)=[O:12])=[CH:4][CH:3]=1.C([O-])([O-])=O.[K+].[K+].[CH2:26]([N:28]([CH2:31][CH2:32][Cl:33])[CH2:29][CH3:30])[CH3:27]>O.CC(C)=O>[ClH:33].[CH2:26]([N:28]([CH2:31][CH2:32][O:1][C:2]1[C:7]([CH3:8])=[CH:6][C:5]([CH:9]([CH3:19])[CH2:10][C:11]([C:13]2[CH:14]=[CH:15][CH:16]=[CH:17][CH:18]=2)=[O:12])=[CH:4][CH:3]=1)[CH2:29][CH3:30])[CH3:27] |f:1.2.3,7.8|. Procedure details: Fifteen grams of the propiophenone derivative are dissolved in 100 ml water-free acetone. Twenty-four grams (200% excess) potash are added while stirring well. Subsequently, 24.0 grams (200% excess) diethylaminoethylchloride, dissolved in 100 ml acetone, are added dropwise. After having boiled it under reflux for 1 day, the precipitate is filtered off, the acetone evaporated and the residue taken up with dry ether. After having precipitated the hydrochloride and sucked off the residue, several r... Reactants: [I-].C(CCC)[N+]1=C(SC=C1C)C (3-butyl-2,4-dimethylthiazol-3-ium iodide), C1(CCCCC1)C(=O)Cl (cyclohexanecarbonyl chloride). Reagents/catalysts: CN(C)C=1C=CN=CC1 (DMAP). Run in C(Cl)Cl (CH2Cl2), CS(=O)C.CO (DMSO MeOH), C(Cl)Cl (CH2Cl2), C(Cl)Cl (CH2Cl2). Conditions: time 8 hour. Yields the product C(CCC)N1/C(/SC=C1C)=C/C(=O)C1CCCCC1 ((2Z)-2-(3-butyl-4-methyl-1,3-thiazol-2(3H)-ylidene)-1-cyclohexylethanone). Reaction SMILES: [I-].[CH2:2]([N+:6]1[C:10]([CH3:11])=[CH:9][S:8][C:7]=1[CH3:12])[CH2:3][CH2:4][CH3:5].[CH:13]1([C:19](Cl)=[O:20])[CH2:18][CH2:17][CH2:16][CH2:15][CH2:14]1>C(Cl)Cl.CN(C1C=CN=CC=1)C.CS(C)=O.CO>[CH2:2]([N:6]1[C:10]([CH3:11])=[CH:9][S:8]/[C:7]/1=[CH:12]\[C:19]([CH:13]1[CH2:18][CH2:17][CH2:16][CH2:15][CH2:14]1)=[O:20])[CH2:3][CH2:4][CH3:5] |f:0.1,5.6|. Reported procedure: In a 20 mL vial a solution of 3-butyl-2,4-dimethylthiazol-3-ium iodide (47.92 mg, 0.16 mmol) dissolved in CH2Cl2 (0.5 mL) was added, followed by the addition of DMAP (49.24 mg, 0.40 mmol) dissolved in CH2Cl2 (0.8 mL). Then, to the solution was added cyclohexanecarbonyl chloride (23.5 mg, 0.16 mmol) dissolved in CH2Cl2 (0.5 mL). The vial was capped and shaken overnight at room temperature. The residue was dissolved in 1:1 DMSO/MeOH and purified by reverse phase HPLC using a method analogous to th...